The task is: describe an organic reaction: reactants, conditions, products, and yield. This data is from the Open Reaction Database (ORD), a public repository of structured organic reaction records. The reactants are BrC=1C=C2C(=C(C=NC2=CC1)[N+](=O)[O-])Cl (6-bromo-4-chloro-3-nitro-quinoline), CC1=NOC(=C1N)C (3,5-dimethyl-4-aminoisoxazol). The solvent is C(C)(=O)O (acetic acid). Conditions: time 4 hour. The product is BrC=1C=C2C(=C(C=NC2=CC1)[N+](=O)[O-])NC=1C(=NOC1C)C ((6-Bromo-3-nitro-quinolin-4-yl)-(3,5-dimethyl-isoxazol-4-yl)-amine). RXN SMILES: [Br:1][C:2]1[CH:3]=[C:4]2[C:9](=[CH:10][CH:11]=1)[N:8]=[CH:7][C:6]([N+:12]([O-:14])=[O:13])=[C:5]2Cl.[CH3:16][C:17]1[C:21]([NH2:22])=[C:20]([CH3:23])[O:19][N:18]=1>C(O)(=O)C>[Br:1][C:2]1[CH:3]=[C:4]2[C:9](=[CH:10][CH:11]=1)[N:8]=[CH:7][C:6]([N+:12]([O-:14])=[O:13])=[C:5]2[NH:22][C:21]1[C:17]([CH3:16])=[N:18][O:19][C:20]=1[CH3:23]. Procedure details: A mixture of 6-bromo-4-chloro-3-nitro-quinoline (Stage A.4, 1.1 g, 3.83 mmol) and 3,5-dimethyl-4-aminoisoxazol (Aldrich, Buchs, Switzerland, 472 mg, 4.21 mmol) in acetic acid (10 ml) was stirred at it for 4 h. Then the RM was quenched with H2O (40 ml). The suspension was filtered, the solid cake was washed with H2O (2×) and dried under vacuum, before being dissolved in EtOAc. The solution was washed with saturated aqueous NaHCO3, dried over Na2SO4, filtered and evaporated to dryness to give the ... The reactants are [OH-].[K+] (KOH), C(C=C)OC=1C=CC=2C(C3=CC=CC=C3OC2C1C(C)=O)=O (3-allyloxy-4-acetylxanthen -9one), C(C1=CC=CC=C1)=O (benzaldehyde). Solvent: C(C)O (ethanol), O (water). Yields the product C(C=C)OC=1C=CC=2C(C3=CC=CC=C3OC2C1C(C=CC1=CC=CC=C1)=O)=O (1-[3-(Allyloxy)Xanthen-9-one-4-yl]-3-Phenyl-Propen-1-one). The yield is 69.7%. RXN SMILES: [OH-].[K+].[CH2:3]([O:6][C:7]1[CH:8]=[CH:9][C:10]2[C:11](=[O:24])[C:12]3[C:17]([O:18][C:19]=2[C:20]=1[C:21](=[O:23])[CH3:22])=[CH:16][CH:15]=[CH:14][CH:13]=3)[CH:4]=[CH2:5].[CH:25](=O)[C:26]1[CH:31]=[CH:30][CH:29]=[CH:28][CH:27]=1>C(O)C.O>[CH2:3]([O:6][C:7]1[CH:8]=[CH:9][C:10]2[C:11](=[O:24])[C:12]3[C:17]([O:18][C:19]=2[C:20]=1[C:21](=[O:23])[CH:22]=[CH:25][C:26]1[CH:31]=[CH:30][CH:29]=[CH:28][CH:27]=1)=[CH:16][CH:15]=[CH:14][CH:13]=3)[CH:4]=[CH2:5] |f:0.1|. Procedure: A solution of KOH 50% (3 ml) is added to an equimolar solution of 3-allyloxy-4-acetylxanthen -9one (2.2 g, 0.0075 mol) and benzaldehyde (0.8 g, 0.0075 mol) in ethanol 95%; the addition is performed under energetic stirring at room temperature. The reaction is left under stirring for one night and then diluted with water and acidified; the precipitate is separated by filtration and dried under vacuum. The compound is crystallized by methanol to give 2 g of product m.p. 150-152° C., 1H-NMR (CDCl3)... Starting materials: BrBr (bromine), N1=C(C=NC=C1)C=1C=CC(NC1)=O (5-(2-pyrazinyl)-2(1H)-pyridone). The solvent is C(C)(=O)O (acetic acid). Conditions: temperature 50 celsius, time 8 hour. Yields the product BrC=1C(NC=C(C1)C1=NC=CN=C1)=O (3-bromo-5-(2-pyrazinyl)-2(1H)-pyridone). Reaction SMILES: [Br:1]Br.[N:3]1[CH:8]=[CH:7][N:6]=[CH:5][C:4]=1[C:9]1[CH:10]=[CH:11][C:12](=[O:15])[NH:13][CH:14]=1>C(O)(=O)C>[Br:1][C:11]1[C:12](=[O:15])[NH:13][CH:14]=[C:9]([C:4]2[CH:5]=[N:6][CH:7]=[CH:8][N:3]=2)[CH:10]=1. Procedure details: 3 ml of bromine are added to a stirred suspension of 5-(2-pyrazinyl)-2(1H)-pyridone (9.0 g) in 300 ml of glacial acetic acid warmed to a temperature of 50° C. The mixture is stirred at RT overnight, cooled in an ice bath to 16° C. and filtered. The filtered yellow solid is suspended in 100 ml of distilled H2O, to which sodium bisulfite is gradually added until the solid appears tan. A saturated potassium carbonate solution is slowly added until the pH is adjusted to 7.4, and the suspension is fi... Reactants: C1=CC=C(C=C1)P(C2=CC=CC=C2)C3=CC=CC=C3 (PPh3), CC1(OC[C@H](O1)CO)C ((R)-2,2-dimethyl-1,3-dioxolane-4-methanol), CCOC(=O)/N=N/C(=O)OCC (DEAD), solution, C(C)C1=C(C(=CC(=C1)C1=NOC(=N1)C1=CC(=CC(=C1)C)CN(C)CC)C)O (2-ethyl-4-(5-{3-[(ethyl-methyl-amino)-methyl]-5-methyl-phenyl}-[1,2,4]oxadiazol-3-yl)-6-methyl-phenol), C1=CC=C(C=C1)P(C2=CC=CC=C2)C3=CC=CC=C3 (PPh3), CC1(OC[C@H](O1)CO)C ((R)-2,2-dimethyl-1,3-dioxolane-4-methanol). The solvent is C1(=CC=CC=C1)C (toluene), C1CCOC1 (THF). Reaction conditions: temperature 0 celsius, time 10 minute. Product: C(C)C1=C(OC[C@H](CO)O)C(=CC(=C1)C1=NOC(=N1)C1=CC(=CC(=C1)C)CN(C)CC)C ((S)-3-[2-ethyl-4-(5-{3-[(ethyl-methyl-amino)-methyl]-5-methyl-phenyl}-[1,2,4]oxadiazol-3-yl)-6-methyl-phenoxy]-propane-1,2-diol), resin. Reaction SMILES: [CH2:1]([C:3]1[CH:8]=[C:7]([C:9]2[N:13]=[C:12]([C:14]3[CH:19]=[C:18]([CH3:20])[CH:17]=[C:16]([CH2:21][N:22]([CH2:24][CH3:25])[CH3:23])[CH:15]=3)[O:11][N:10]=2)[CH:6]=[C:5]([CH3:26])[C:4]=1[OH:27])[CH3:2].C1C=CC(P(C2C=CC=CC=2)C2C=CC=CC=2)=CC=1.CC1(C)[O:52][C@H:51]([CH2:53]O)[CH2:50][O:49]1.CCOC(/N=N/C(OCC)=O)=O>C1COCC1.C1(C)C=CC=CC=1>[CH2:1]([C:3]1[CH:8]=[C:7]([C:9]2[N:13]=[C:12]([C:14]3[CH:19]=[C:18]([CH3:20])[CH:17]=[C:16]([CH2:21][N:22]([CH2:24][CH3:25])[CH3:23])[CH:15]=3)[O:11][N:10]=2)[CH:6]=[C:5]([CH3:26])[C:4]=1[O:27][CH2:53][C@@H:51]([OH:52])[CH2:50][OH:49])[CH3:2]. Procedure details: To a solution of 2-ethyl-4-(5-{3-[(ethyl-methyl-amino)-methyl]-5-methyl-phenyl}-[1,2,4]oxadiazol-3-yl)-6-methyl-phenol (99 mg, 271 μmol) in THF (2 mL), PPh3 (107 mg, 406 μmol) and (R)-2,2-dimethyl-1,3-dioxolane-4-methanol (36 mg, 271 μmol) were added. The mixture was cooled to 0° C. and DEAD (177 mg, 406 μmol, 186 μL of a 40% solution in toluene) was added. Stirring was continued at 0° C. for 10 min, then at rt for 1 h before another portion of PPh3 (107 mg, 406 μmol) and (R)-2,2-dimethyl-1,3-di... The reactants are BrC=1C=2N(C=CC1)N=C(N2)Cl (8-bromo-2-chloro-[1,2,4]triazolo[1,5-a]pyridine), BrC1=CC=C(C=C1)B(O)O (4-bromobenzeneboronic acid). The product is BrC1=CC=C(C=C1)C=1C=2N(C=CC1)N=C(N2)Cl (8-(4-Bromo-phenyl)-2-chloro-[1,2,4]triazolo[1,5-a]pyridine), solid. Yield: 72.0%. Reaction SMILES: Br[C:2]1[C:3]2[N:4]([N:8]=[C:9]([Cl:11])[N:10]=2)[CH:5]=[CH:6][CH:7]=1.[Br:12][C:13]1[CH:18]=[CH:17][C:16](B(O)O)=[CH:15][CH:14]=1>>[Br:12][C:13]1[CH:18]=[CH:17][C:16]([C:2]2[C:3]3[N:4]([N:8]=[C:9]([Cl:11])[N:10]=3)[CH:5]=[CH:6][CH:7]=2)=[CH:15][CH:14]=1. Reported procedure: 8-(4-Bromo-phenyl)-2-chloro-[1,2,4]triazolo[1,5-a]pyridine was prepared from 8-bromo-2-chloro-[1,2,4]triazolo[1,5-a]pyridine (1.0 g, 4.5 mmol) and 4-bromobenzeneboronic acid (1.0 g, 5.0 mmol) in a manner analogous to Example 2c. Product isolated as an off-white solid (1.0 g, 72%). 1H NMR (400 MHz, CDCl3, δ, ppm): 8.51 (d, J=6.5 Hz, 1H), 7.88 (d, J=7.1 Hz, 2H), 7.70 (d, J=7.0 Hz, 1H), 7.65 (d, J=7.1 Hz, 2H), 7.16 (t, J=7.5 Hz, 1H). MS=310, 312 (MH)+. Reactants: C[Si](CCOCOC1=CC=C(C=C1)S[C@H]1[C@H](OC(C)=O)[C@@H](OC(C)=O)[C@@H](OC(C)=O)[C@H](O1)COC(C)=O)(C)C (1-deoxy-1-{4-[2(trimethylsilyl)ethoxymethoxy]phenylthio}-2,3,4,6-tetra-O-acetyl-β-D-galactopyranose), C[O-].[Na+] (sodium methoxide). Run in CO (methanol). Run at time 12 hour. Yields the product C[Si](CCOCOC1=CC=C(C=C1)S[C@H]1[C@H](O)[C@@H](O)[C@@H](O)[C@H](O1)CO)(C)C (1-deoxy-1-{4-[2-(trimethylsilyl)ethoxymethoxy]phenylthio}-β-D-galactopyranose). RXN SMILES: [CH3:1][Si:2]([CH3:39])([CH3:38])[CH2:3][CH2:4][O:5][CH2:6][O:7][C:8]1[CH:13]=[CH:12][C:11]([S:14][C@@H:15]2[O:32][C@H:31]([CH2:33][O:34]C(=O)C)[C@H:26]([O:27]C(=O)C)[C@H:21]([O:22]C(=O)C)[C@H:16]2[O:17]C(=O)C)=[CH:10][CH:9]=1.C[O-].[Na+]>CO>[CH3:1][Si:2]([CH3:39])([CH3:38])[CH2:3][CH2:4][O:5][CH2:6][O:7][C:8]1[CH:13]=[CH:12][C:11]([S:14][C@@H:15]2[O:32][C@H:31]([CH2:33][OH:34])[C@H:26]([OH:27])[C@H:21]([OH:22])[C@H:16]2[OH:17])=[CH:10][CH:9]=1 |f:1.2|. Procedure: To a solution of the SEM protected thioglycoside 79 (1.60 g, 2.73 mmol) in 15 mL of methanol is added sodium methoxide (300 mg, 5.56 mmol). The mixture is stirred at room temperature for 12 h, then neutralized with Amberlite resin (acid form), filtered, concentrated and run through a short column of silica gel (10% MeOH/EtOAc) to provide crude 1-deoxy-1-{4-[2-(trimethylsilyl)ethoxymethoxy]phenylthio}-β-D-galactopyranose 80 as an oil: Rf 0.15 (EtOAc). The material is taken up in 10 mL of DMF, and...